From a dataset of the Open Reaction Database (ORD), a public repository of structured organic reaction records. describe an organic reaction: reactants, conditions, products, and yield Starting materials: C(#N)C1=CC=C(C=C1)CCCC[C@@H]1C[C@@H](CC(O1)=O)C=C (cis-6-[4-(4-cyanophenyl)butyl]-4 ethenyl-3,4,5,6-tetrahydro-2H-pyran-2-one), C(=O)(C(F)(F)F)O (TFA), C(C)#N (acetonitrile). Product: NN=CC1=CC=C(C=C1)CCCC[C@@H]1C[C@@H](CC(O1)=O)C=C ((±)-cis-6-[4-(4-(aminoiminomethyl)phenyl)butyl]-4-ethenyl-tetrahydro-2H-pyran-2-one). As a reaction SMILES: [C:1]([C:3]1[CH:8]=[CH:7][C:6]([CH2:9][CH2:10][CH2:11][CH2:12][C@H:13]2[O:18][C:17](=[O:19])[CH2:16][C@@H:15]([CH:20]=[CH2:21])[CH2:14]2)=[CH:5][CH:4]=1)#[N:2].C(O)(C(F)(F)F)=O.C(#[N:31])C>>[NH2:31][N:2]=[CH:1][C:3]1[CH:8]=[CH:7][C:6]([CH2:9][CH2:10][CH2:11][CH2:12][C@H:13]2[O:18][C:17](=[O:19])[CH2:16][C@@H:15]([CH:20]=[CH2:21])[CH2:14]2)=[CH:5][CH:4]=1. Procedure details: The title compound was prepared from the product of step C (1.00 g, 3.53 mmol) in a manner similar to example 1 step G with a modification in the purification. The residue was dissolved in acetonitrile and TFA (402 mg, 3.53 mmol) was added. The solvent was evaporated under reduced pressure and the residue redissolved in a minimal amount of acetonitrile. Addition of Et2O caused the precipitation of the crude product which was filtered and washed with Et2O. The material was briefly suspended in ic... The reactants are O1CCC(CC1)=NNCCC#N (3-[2-(tetrahydro-4H-pyran-4-ylidene)hydrazinyl]propanenitrile), [OH-].[Na+] (NaOH). Run in C(CC)O (1-propanol). The product is O1CCC(CC1)N1N=CC=C1N (1-(Tetrahydro-2H-pyran-4-yl)-1H-pyrazol-5-amine). The yield is 31.9%. Reaction SMILES: [O:1]1[CH2:6][CH2:5][C:4](=[N:7][NH:8][CH2:9][CH2:10][C:11]#[N:12])[CH2:3][CH2:2]1.[OH-].[Na+]>C(O)CC>[O:1]1[CH2:2][CH2:3][CH:4]([N:7]2[C:11]([NH2:12])=[CH:10][CH:9]=[N:8]2)[CH2:5][CH2:6]1 |f:1.2|. Reported procedure: To a solution of 3-[2-(tetrahydro-4H-pyran-4-ylidene)hydrazinyl]propanenitrile (5 g, 30 mmol) in 1-propanol (50 mL) is added NaOH (29 mg, 0.74 mmol) and reaction mixture is heated at reflux for 16 h. The solvent is evaporated under reduced pressure and the residue is filtered through neutral alumina eluting with ethyl acetate to afford the title compound as a yellow solid (1.6 g, 32%) which is used in the next step without purification. Starting materials: NCCc1ccc2c(c1)OCCO2, Cc1sc2nc(-c3cccnc3)nc(Cl)c2c1Cl. Yields the product Cc1sc2nc(-c3cccnc3)nc(NCCc3ccc4c(c3)OCCO4)c2c1Cl. Reaction SMILES: [CH2:1]1[O:2][c:3]2[cH:4][c:5]([CH2:6][CH2:7][NH2:8])[cH:9][cH:10][c:11]2[O:12][CH2:13]1.[Cl:14][c:15]1[c:16]2[c:17]([n:18][c:19](-[c:21]3[cH:22][n:23][cH:24][cH:25][cH:26]3)[n:20]1)[s:27][c:28]([CH3:31])[c:29]2[Cl:30]>>[CH2:1]1[O:2][c:3]2[cH:4][c:5]([CH2:6][CH2:7][NH:8][c:15]3[c:16]4[c:17]([n:18][c:19](-[c:21]5[cH:22][n:23][cH:24][cH:25][cH:26]5)[n:20]3)[s:27][c:28]([CH3:31])[c:29]4[Cl:30])[cH:9][cH:10][c:11]2[O:12][CH2:13]1. Reactants: C1CCOC1, CO, COC(=O)c1ccc(-n2cnc(-c3c(C)nnn3-c3ccccc3F)c2)nc1, [Li+], [OH-], O, O. The product is Cc1nnn(-c2ccccc2F)c1-c1cn(-c2ccc(C(=O)O)cn2)cn1. Reaction SMILES: [CH2:33]1[O:34][CH2:35][CH2:36][CH2:37]1.[CH3:38][OH:39].[F:4][c:5]1[c:6](-[n:11]2[n:12][n:13][c:14]([CH3:31])[c:15]2-[c:16]2[n:17][cH:18][n:19](-[c:21]3[n:22][cH:23][c:24]([C:25](=[O:26])[O:27][CH3:28])[cH:29][cH:30]3)[cH:20]2)[cH:7][cH:8][cH:9][cH:10]1.[Li+:3].[OH-:2].[OH2:1].[OH2:32]>>[F:4][c:5]1[c:6](-[n:11]2[n:12][n:13][c:14]([CH3:31])[c:15]2-[c:16]2[n:17][cH:18][n:19](-[c:21]3[n:22][cH:23][c:24]([C:25](=[O:26])[OH:27])[cH:29][cH:30]3)[cH:20]2)[cH:7][cH:8][cH:9][cH:10]1. Starting materials: CCC(C)(C)O, Cc1ccccc1, O=C(CCl)c1ccccc1, [I-], [Na+], [Na+], [OH-], c1c[nH]nn1. Yields the product O=C(Cn1ccnn1)c1ccccc1. RXN SMILES: [C:20]([OH:21])([CH2:22][CH3:23])([CH3:24])[CH3:25].[CH3:26][c:27]1[cH:28][cH:29][cH:30][cH:31][cH:32]1.[Cl:10][CH2:11][C:12](=[O:13])[c:14]1[cH:15][cH:16][cH:17][cH:18][cH:19]1.[I-:7].[Na+:6].[Na+:9].[OH-:8].[nH:1]1[n:2][n:3][cH:4][cH:5]1>>[n:1]1([CH2:11][C:12](=[O:13])[c:14]2[cH:15][cH:16][cH:17][cH:18][cH:19]2)[n:2][n:3][cH:4][cH:5]1. The reactants are BrC1=CC=C(C(=N1)C(NC)=O)NC1=NC(=NC=C1C(F)(F)F)NC1=C(C=C(CP(OCC)(OCC)=O)C=C1)Cl (diethyl (4-{[4-{[6-bromo-2-(methylcarbamoyl)pyridin-3-yl]amino}-5-(trifluoromethyl)pyrimidin-2-yl]amino}-3-chlorobenzyl)phosphonate), BrC1=CC=C(C(=N1)C(NC)=O)NC1=NC(=NC=C1C(F)(F)F)NC1=C(C=C(CP(OCC)(OCC)=O)C=C1)Cl (diethyl (4-{[4-{[6-bromo-2-(methylcarbamoyl)pyridin-3-yl]amino}-5-(trifluoromethyl)pyrimidin-2-yl]amino}-3-chlorobenzyl)phosphonate), [I-].[Na+] (Sodium iodide), N1=CC=CC=C1 (Pyridine). Yields the product BrC1=CC=C(C(=N1)C(NC)=O)NC1=NC(=NC=C1C(F)(F)F)NC1=C(C=C(CP(OCC)(O)=O)C=C1)Cl (Ethyl hydrogen (4-{[4-{[6-bromo-2-(methylcarbamoyl)pyridin-3-yl]amino}-5-(trifluoromethyl)pyrimidin-2-yl]amino}-3-chlorobenzyl)phosphonate). Reaction SMILES: [Br:1][C:2]1[N:7]=[C:6]([C:8](=[O:11])[NH:9][CH3:10])[C:5]([NH:12][C:13]2[C:18]([C:19]([F:22])([F:21])[F:20])=[CH:17][N:16]=[C:15]([NH:23][C:24]3[CH:38]=[CH:37][C:27]([CH2:28][P:29](=[O:36])([O:33]CC)[O:30][CH2:31][CH3:32])=[CH:26][C:25]=3[Cl:39])[N:14]=2)=[CH:4][CH:3]=1.[I-].[Na+].N1C=CC=CC=1>>[Br:1][C:2]1[N:7]=[C:6]([C:8](=[O:11])[NH:9][CH3:10])[C:5]([NH:12][C:13]2[C:18]([C:19]([F:21])([F:20])[F:22])=[CH:17][N:16]=[C:15]([NH:23][C:24]3[CH:38]=[CH:37][C:27]([CH2:28][P:29](=[O:33])([OH:36])[O:30][CH2:31][CH3:32])=[CH:26][C:25]=3[Cl:39])[N:14]=2)=[CH:4][CH:3]=1 |f:1.2|. Procedure details: A mixture of diethyl (4-{[4-{[6-bromo-2-(methylcarbamoyl)pyridin-3-yl]amino}-5-(trifluoromethyl)pyrimidin-2-yl]amino}-3-chlorobenzyl)phosphonate (Compound 58C, 4.30 g, 6.60 mmol) and Sodium iodide (1.483 g, 9.896 mmol) in Pyridine (21.4 mL, 265 mmol) was heated to reflux for 18 hours. The pyridine was removed in vacuo and the remaining solids were taken up in water (˜50 mL). This was treated with 6N HCl, dropwise with stirring, until pH-2 was reached. A thick ppt formed. This mixture was extract...